This data is from the Open Reaction Database (ORD), a public repository of structured organic reaction records. The task is: describe an organic reaction: reactants, conditions, products, and yield Reactants: ClC=1C=C2C(=CNC2=CC1)CN1N=C2N(C(N(C(C2=C1C1=CC(=CN1C)C(=O)O)=O)C)=O)CC(C)C (5-{2-[(5-chloro-1H-indol-3-yl)methyl]-7-isobutyl-5-methyl-4,6-dioxo-4,5,6,7-tetrahydro-2H-pyrazolo[3,4-d]pyrimidin-3-yl}-1-methyl-1H-pyrrole-3-carboxylic acid), CN (methylamine), C(#N)P(OCC)(OCC)=O (diethyl cyanophosphonate). Yields the product ClC=1C=C2C(=CNC2=CC1)CN1N=C2N(C(N(C(C2=C1C1=CC(=CN1C)C(=O)NC)=O)C)=O)CC(C)C (5-{2-[(5-chloro-1H-indol-3-yl)methyl]-7-isobutyl-5-methyl-4,6-dioxo-4,5,6,7-tetrahydro-2H-pyrazolo[3,4-d]pyrimidin-3-yl}-N,1-dimethyl-1H-pyrrole-3-carboxamide). Reaction SMILES: [Cl:1][C:2]1[CH:3]=[C:4]2[C:8](=[CH:9][CH:10]=1)[NH:7][CH:6]=[C:5]2[CH2:11][N:12]1[C:20]([C:21]2[N:25]([CH3:26])[CH:24]=[C:23]([C:27](O)=[O:28])[CH:22]=2)=[C:19]2[C:14]([N:15]([CH2:33][CH:34]([CH3:36])[CH3:35])[C:16](=[O:32])[N:17]([CH3:31])[C:18]2=[O:30])=[N:13]1.CN.[C:39](P(=O)(OCC)OCC)#[N:40]>>[Cl:1][C:2]1[CH:3]=[C:4]2[C:8](=[CH:9][CH:10]=1)[NH:7][CH:6]=[C:5]2[CH2:11][N:12]1[C:20]([C:21]2[N:25]([CH3:26])[CH:24]=[C:23]([C:27]([NH:40][CH3:39])=[O:28])[CH:22]=2)=[C:19]2[C:14]([N:15]([CH2:33][CH:34]([CH3:35])[CH3:36])[C:16](=[O:32])[N:17]([CH3:31])[C:18]2=[O:30])=[N:13]1. Reported procedure: This compound was synthesized by the reaction of 5-{2-[(5-chloro-1H-indol-3-yl)methyl]-7-isobutyl-5-methyl-4,6-dioxo-4,5,6,7-tetrahydro-2H-pyrazolo[3,4-d]pyrimidin-3-yl}-1-methyl-1H-pyrrole-3-carboxylic acid and methylamine using diethyl cyanophosphonate as a coupling reagent. Mass: 522.19 (M+H). Reactants: CC1=C2C(=C3C=C(C=CC3=N2)OC)CCN1 (10-methoxyharmalan), C1(CC1)C(=O)Cl (cyclopropylcarbonyl chloride). Solvent: ClCCl (dichloromethane). Reaction conditions: temperature 0 celsius, time 1 hour. Product: C=C1N(CCC=2C3=CC(=CC=C3NC12)OC)C(=O)C1CC1 (1-Methylene-2-cyclopropylcarbonyl-6-methoxy-1,2,3,4-tetrahydro-β-carboline). As a reaction SMILES: [CH3:1][C:2]1[NH:16][CH2:15][CH2:14][C:4]2=[C:5]3[C:10](=[N:11][C:3]=12)[CH:9]=[CH:8][C:7]([O:12][CH3:13])=[CH:6]3.[CH:17]1([C:20](Cl)=[O:21])[CH2:19][CH2:18]1>ClCCl>[CH2:1]=[C:2]1[C:3]2[NH:11][C:10]3[C:5](=[CH:6][C:7]([O:12][CH3:13])=[CH:8][CH:9]=3)[C:4]=2[CH2:14][CH2:15][N:16]1[C:20]([CH:17]1[CH2:19][CH2:18]1)=[O:21]. Procedure: To a solution of 10-methoxyharmalan in anhydrous dichloromethane is added cyclopropylcarbonyl chloride. The solution becomes clear and is left to stir for 1 h at 0° C. After evaporation of the dichloromethane, the 1-methylene-2-cyclopropylcarbonyl-6-methoxy-1,2,3,4-tetrahydro-β-carboline is recovered by chromatography on silica (pet. ether/EtOAc; 50/50). (The product turns yellow in the light). Starting materials: C(CCC)OC(=O)C=1C(=C2C(=C(N1)Br)SN=C2C)O (7-bromo-4-hydroxy-3-methyl-isothiazolo[5,4-c]pyridine-5-carboxylic acid butyl ester), C(CCC)[Sn](C1=NC=CN=C1)(CCCC)CCCC (2-(tributylstannyl)pyrazine). Yields the product C(CCC)OC(=O)C=1C(=C2C(=C(N1)C1=NC=CN=C1)SN=C2C)O (4-Hydroxy-3-methyl-7-pyrazin-2-yl-isothiazolo[5,4-c]pyridine-5-carboxylic acid butyl ester). RXN SMILES: [CH2:1]([O:5][C:6]([C:8]1[C:9]([OH:19])=[C:10]2[C:17]([CH3:18])=[N:16][S:15][C:11]2=[C:12](Br)[N:13]=1)=[O:7])[CH2:2][CH2:3][CH3:4].C([Sn](CCCC)(CCCC)[C:25]1[CH:30]=[N:29][CH:28]=[CH:27][N:26]=1)CCC>>[CH2:1]([O:5][C:6]([C:8]1[C:9]([OH:19])=[C:10]2[C:17]([CH3:18])=[N:16][S:15][C:11]2=[C:12]([C:25]2[CH:30]=[N:29][CH:28]=[CH:27][N:26]=2)[N:13]=1)=[O:7])[CH2:2][CH2:3][CH3:4]. Reported procedure: The title compound was synthesized in analogy Example 3 from 7-bromo-4-hydroxy-3-methyl-isothiazolo[5,4-c]pyridine-5-carboxylic acid butyl ester and 2-(tributylstannyl)pyrazine: MS (m/z) 345.2 (M+1). Starting materials: crude product, ClC1=CC=C(CNC(=O)C2=CN(C3=C(C=C(C=C3C2=O)CN2CCOCC2)I)C)C=C1 (N-(4-chlorobenzyl)-8-iodo-1-methyl-6-(4-morpholinylmethyl)-4-oxo-1,4-dihydro-3-quinolinecarboxamide), C(CC#C)[C@H]1NC(OC1)=O ((4R)-4-(3-butynyl)-1,3-oxazolidin-2-one), CN(C)C=O (DMF). The reagents and catalysts are Cl[Pd]([P](C1=CC=CC=C1)(C2=CC=CC=C2)C3=CC=CC=C3)([P](C4=CC=CC=C4)(C5=CC=CC=C5)C6=CC=CC=C6)Cl (PdCl2(PPh3)2), [Cu]I (CuI). The solvent is N(CC)CC (Et2NH). Reaction conditions: time 8 hour. Product: ClC1=CC=C(CNC(=O)C2=CN(C3=C(C=C(C=C3C2=O)CN2CCOCC2)C#CCC[C@H]2NC(OC2)=O)C)C=C1 (N-(4-chlorobenzyl)-1-methyl-6-(4-morpholinylmethyl)-4-oxo-8-{4-[(4R)-2-oxo-1,3-oxazolidin-4-yl]-1-butynyl}-1,4-dihydro-3-quinolinecarboxamide). Isolated yield 31.2%. Reaction SMILES: [Cl:1][C:2]1[CH:31]=[CH:30][C:5]([CH2:6][NH:7][C:8]([C:10]2[C:19](=[O:20])[C:18]3[C:13](=[C:14](I)[CH:15]=[C:16]([CH2:21][N:22]4[CH2:27][CH2:26][O:25][CH2:24][CH2:23]4)[CH:17]=3)[N:12]([CH3:29])[CH:11]=2)=[O:9])=[CH:4][CH:3]=1.[CH2:32]([C@@H:36]1[CH2:40][O:39][C:38](=[O:41])[NH:37]1)[CH2:33][C:34]#[CH:35].CN(C=O)C>N(CC)CC.Cl[Pd](Cl)([P](C1C=CC=CC=1)(C1C=CC=CC=1)C1C=CC=CC=1)[P](C1C=CC=CC=1)(C1C=CC=CC=1)C1C=CC=CC=1.[Cu]I>[Cl:1][C:2]1[CH:31]=[CH:30][C:5]([CH2:6][NH:7][C:8]([C:10]2[C:19](=[O:20])[C:18]3[C:13](=[C:14]([C:35]#[C:34][CH2:33][CH2:32][C@@H:36]4[CH2:40][O:39][C:38](=[O:41])[NH:37]4)[CH:15]=[C:16]([CH2:21][N:22]4[CH2:27][CH2:26][O:25][CH2:24][CH2:23]4)[CH:17]=3)[N:12]([CH3:29])[CH:11]=2)=[O:9])=[CH:4][CH:3]=1 |^1:54,73|. Procedure: To a solution of N-(4-chlorobenzyl)-8-iodo-1-methyl-6-(4-morpholinylmethyl)-4-oxo-1,4-dihydro-3-quinolinecarboxamide (300 mg), PdCl2(PPh3)2 (19.1 mg), and CuI (5.2 mg) in Et2NH (6.2 mL) is added (4R)-4-(3-butynyl)-1,3-oxazolidin-2-one (83.4 mg). Anhydrous DMF (20 mL) is added to help solubilize the reactants (also requires sonication). The reaction is stirred at room temperature overnight, then condensed. The resulting residue is placed under high vac to remove residual DMF. The crude product is... Reactants: O(C1=CC=CC=C1)C1=C(C=CC=C1)C(C(=O)N)=NOC (2-(2-phenoxyphenyl)-2-methoxyiminoacetamide), Cl (hydrochloric acid). Run in C1(=CC=CC=C1)C (toluene). Reaction conditions: temperature 80 celsius. The product is O(C1=CC=CC=C1)C1=C(C=CC=C1)\C(\C(=O)N)=N/OC ((E)-2-(2-phenoxyphenyl)-2-methoxyiminoacetamide). Reaction SMILES: [O:1]([C:8]1[CH:13]=[CH:12][CH:11]=[CH:10][C:9]=1[C:14](=[N:18][O:19][CH3:20])[C:15]([NH2:17])=[O:16])[C:2]1[CH:7]=[CH:6][CH:5]=[CH:4][CH:3]=1.Cl>C1(C)C=CC=CC=1>[O:1]([C:8]1[CH:13]=[CH:12][CH:11]=[CH:10][C:9]=1/[C:14](=[N:18]\[O:19][CH3:20])/[C:15]([NH2:17])=[O:16])[C:2]1[CH:3]=[CH:4][CH:5]=[CH:6][CH:7]=1. Procedure details: 2-(2-phenoxyphenyl)-2-methoxyiminoacetamide (E/Z=14/86) (0.27 g, 1 mmol) was dissolved in toluene (1 ml). Conc. hydrochloric acid (0.17 ml) was added, and the mixture was heated at 80° C. for 2 hours. A part of the mixture was sampled, and the toluene was evaporated under reduced pressure to give (E)-2-(2-phenoxyphenyl)-2-methoxyiminoacetamide. The E/Z ratio of it was determined (E/Z=98/2).